From a dataset of the Open Reaction Database (ORD), a public repository of structured organic reaction records. describe an organic reaction: reactants, conditions, products, and yield Reactants: COC(=O)Cc1c(C)nc2cc(C(C)(C)C)nn2c1Cl, C[Si](C)(C)[N-][Si](C)(C)C, CCCI, [Li+], CN(C)C=O. The product is CCCC(C(=O)OC)c1c(C)nc2cc(C(C)(C)C)nn2c1Cl. RXN SMILES: [C:1]([CH3:2])([CH3:3])([CH3:4])[c:5]1[n:6][n:7]2[c:8]([n:9][c:10]([CH3:19])[c:11]([CH2:14][C:15](=[O:16])[O:17][CH3:18])[c:12]2[Cl:13])[cH:20]1.[CH3:22][Si:23]([N-:24][Si:25]([CH3:26])([CH3:27])[CH3:28])([CH3:29])[CH3:30].[I:31][CH2:32][CH2:33][CH3:34].[Li+:21].[O:35]=[CH:36][N:37]([CH3:38])[CH3:39]>>[C:1]([CH3:2])([CH3:3])([CH3:4])[c:5]1[n:6][n:7]2[c:8]([n:9][c:10]([CH3:19])[c:11]([CH:14]([C:15](=[O:16])[O:17][CH3:18])[CH2:32][CH2:33][CH3:34])[c:12]2[Cl:13])[cH:20]1.